From a dataset of the Open Reaction Database (ORD), a public repository of structured organic reaction records. describe an organic reaction: reactants, conditions, products, and yield Reactants: Cl (HCl), FC1=CC=C(C=C1)C1=CC(N(C=C1)CC[C@](C(=O)NOC1OCCCC1)(S(=O)(=O)C)C)=O ((2R)-4-[4-(4-fluorophenyl)-2-oxopyridin-1(2H)-yl]-2-methyl-2-(methylsulfonyl)-N-(tetrahydro-2H-pyran-2-yloxy)butanamide). Solvent: CC(C)O (2-propanol). Run at time 8 hour. The product is FC1=CC=C(C=C1)C1=CC(N(C=C1)CC[C@](C(=O)NO)(S(=O)(=O)C)C)=O ((2R)-4-[4-(4-fluorophenyl)-2-oxopyridin-1(2H)-yl]-N-hydroxy-2-methyl-2-(methylsulfonyl)butanamide). As a reaction SMILES: Cl.[F:2][C:3]1[CH:8]=[CH:7][C:6]([C:9]2[CH:14]=[CH:13][N:12]([CH2:15][CH2:16][C@@:17]([CH3:32])([S:28]([CH3:31])(=[O:30])=[O:29])[C:18]([NH:20][O:21]C3CCCCO3)=[O:19])[C:11](=[O:33])[CH:10]=2)=[CH:5][CH:4]=1>CC(O)C>[F:2][C:3]1[CH:8]=[CH:7][C:6]([C:9]2[CH:14]=[CH:13][N:12]([CH2:15][CH2:16][C@@:17]([CH3:32])([S:28]([CH3:31])(=[O:29])=[O:30])[C:18]([NH:20][OH:21])=[O:19])[C:11](=[O:33])[CH:10]=2)=[CH:5][CH:4]=1. Reported procedure: A solution of 1.0 M aqueous HCl (2.76 mL) was added slowly to a solution of (2R)-4-[4-(4-fluorophenyl)-2-oxopyridin-1(2H)-yl]-2-methyl-2-(methylsulfonyl)-N-(tetrahydro-2H-pyran-2-yloxy)butanamide (257 mg, 0.55 mmol) in 2-propanol (15 mL) at room temperature. The reaction was allowed to stir at room temperature overnight. After 18 hours the reaction was concentrated to afford a brown solid. Crude material was triturated in ethyl acetate (50 mL) for 1 hour; the solid was collected via filtration a... Reactants: CC(=O)O[BH-](OC(C)=O)OC(C)=O, CC(=O)O, CCc1nc2c(cnn2CC)c(NC2CCOCC2)c1CNC(=O)c1cccc(C(=O)NCc2ccc(Cl)c(-c3cccc(C=O)c3)c2)c1, ClCCCl, ClCCl, O=C(O)C(F)(F)F, CC(C)(C)OC(=O)N1CCNCC1, [Na+]. Yields the product CCc1nc2c(cnn2CC)c(NC2CCOCC2)c1CNC(=O)c1cccc(C(=O)NCc2ccc(Cl)c(-c3cccc(CN4CCNCC4)c3)c2)c1. Reaction SMILES: [C:67]([O:68][BH-:69]([O:70][C:71](=[O:72])[CH3:73])[O:74][C:75](=[O:76])[CH3:77])(=[O:78])[CH3:79].[CH3:63][C:64](=[O:65])[OH:66].[Cl:1][c:2]1[cH:3][cH:4][c:5]([CH2:16][NH:17][C:18](=[O:19])[c:20]2[cH:21][c:22]([C:26](=[O:27])[NH:28][CH2:29][c:30]3[c:31]([NH:43][CH:44]4[CH2:45][CH2:46][O:47][CH2:48][CH2:49]4)[c:32]4[c:33]([n:34][c:35]3[CH2:36][CH3:37])[n:38]([CH2:41][CH3:42])[n:39][cH:40]4)[cH:23][cH:24][cH:25]2)[cH:6][c:7]1-[c:8]1[cH:9][c:10]([CH:14]=[O:15])[cH:11][cH:12][cH:13]1.[Cl:88][CH2:89][CH2:90][Cl:91].[Cl:92][CH2:93][Cl:94].[F:81][C:82]([F:83])([F:84])[C:85]([OH:86])=[O:87].[N:50]1([C:56]([O:57][C:58]([CH3:59])([CH3:60])[CH3:61])=[O:62])[CH2:51][CH2:52][NH:53][CH2:54][CH2:55]1.[Na+:80]>>[Cl:1][c:2]1[cH:3][cH:4][c:5]([CH2:16][NH:17][C:18](=[O:19])[c:20]2[cH:21][c:22]([C:26](=[O:27])[NH:28][CH2:29][c:30]3[c:31]([NH:43][CH:44]4[CH2:45][CH2:46][O:47][CH2:48][CH2:49]4)[c:32]4[c:33]([n:34][c:35]3[CH2:36][CH3:37])[n:38]([CH2:41][CH3:42])[n:39][cH:40]4)[cH:23][cH:24][cH:25]2)[cH:6][c:7]1-[c:8]1[cH:9][c:10]([CH2:14][N:50]2[CH2:51][CH2:52][NH:53][CH2:54][CH2:55]2)[cH:11][cH:12][cH:13]1.